Dataset: the Open Reaction Database (ORD), a public repository of structured organic reaction records. Task: describe an organic reaction: reactants, conditions, products, and yield Starting materials: CC(=O)O, O=C1CCC(=O)N1I, Nc1nccc(-c2ccccc2)n1. Yields the product Nc1ncc(I)c(-c2ccccc2)n1. As a reaction SMILES: [CH3:22][C:23](=[O:24])[OH:25].[I:14][N:15]1[C:16](=[O:17])[CH2:18][CH2:19][C:20]1=[O:21].[NH2:1][c:2]1[n:3][cH:4][cH:5][c:6](-[c:8]2[cH:9][cH:10][cH:11][cH:12][cH:13]2)[n:7]1>>[NH2:1][c:2]1[n:3][cH:4][c:5]([I:14])[c:6](-[c:8]2[cH:9][cH:10][cH:11][cH:12][cH:13]2)[n:7]1. Starting materials: O(C1=CC=CC=C1)C1=CC=C(C=O)C=C1 (4-Phenoxybenzaldehyde), C(C1=CC=CC=C1)N (benzyl amine), [H][H] (hydrogen). Reagents/catalysts: [Pd] (Pd/C). Solvent: CCOCC (ether), C(C)O (ethanol). The product is C(C1=CC=CC=C1)NCC1=CC=C(C=C1)OC1=CC=CC=C1 (N-Benzyl-N-(4-phenoxybenzyl)amine). RXN SMILES: [O:1]([C:8]1[CH:15]=[CH:14][C:11]([CH:12]=O)=[CH:10][CH:9]=1)[C:2]1[CH:7]=[CH:6][CH:5]=[CH:4][CH:3]=1.[CH2:16]([NH2:23])[C:17]1[CH:22]=[CH:21][CH:20]=[CH:19][CH:18]=1.[H][H]>C(O)C.CCOCC.[Pd]>[CH2:16]([NH:23][CH2:12][C:11]1[CH:14]=[CH:15][C:8]([O:1][C:2]2[CH:7]=[CH:6][CH:5]=[CH:4][CH:3]=2)=[CH:9][CH:10]=1)[C:17]1[CH:22]=[CH:21][CH:20]=[CH:19][CH:18]=1. Reported procedure: 4-Phenoxybenzaldehyde (10.0 g, 0.05 mol), excess benzyl amine and 1.0 g of 10% Pd/C in 200 mL of ethanol were stirred under an inert atmosphere for 16 hours followed by an atmosphere of hydrogen for 16 hours. After removal of the catalyst by filtration through Celite®, the filtrate was concentrated under reduced pressure to give the crude product as an oil. The oil was dissolved in ether and precipitated by treatment with anhydrous HCl. The solid was filtered, washed with ether, and partitioned ... Starting materials: C25H37N3O8, methanol-ether, C(C)(C)(C)OC([C@@H](N)CC(N)=O)=O (L-asparagine t-butyl ester), CN1CCOCC1 (N-Methylmorpholine), ClC(=O)OCC(C)C (isobutyl chloroformate), C(C1=CC=CC=C1)OC(=O)N[C@@H](CC(C(=O)[O-])C(C)(C)C)C(=O)[O-] (N-Benzyloxycarbonyl-γ-t-butyl-L-glutamate). Run in CC(=O)O (AcOH), C(Cl)(Cl)Cl (CHCl3), CCOCC (ether), CN(C)C=O (DMF), CO (CH3OH), C1CCOC1 (THF), CO (CH3OH), C1CCOC1 (THF). Run at time 2 minute. Product: C(C)(C)(C)OC([C@@H](NC([C@@H](NC(=O)OCC1=CC=CC=C1)CC(C(O)=O)C(C)(C)C)=O)CC(N)=O)=O (N-Benzyloxycarbonyl-γ-t-butyl-L-glutamyl-L-asparagine t-butyl ester). As a reaction SMILES: [CH2:1]([O:8][C:9]([NH:11][C@H:12]([C:22]([O-])=[O:23])[CH2:13][CH:14]([C:18]([CH3:21])([CH3:20])[CH3:19])[C:15]([O-:17])=[O:16])=[O:10])[C:2]1[CH:7]=[CH:6][CH:5]=[CH:4][CH:3]=1.CN1CCOCC1.ClC(OCC(C)C)=O.[C:40]([O:44][C:45](=[O:52])[C@H:46]([CH2:48][C:49](=[O:51])[NH2:50])[NH2:47])([CH3:43])([CH3:42])[CH3:41]>C1COCC1.CO.CC(O)=O.C(Cl)(Cl)Cl.CCOCC.CN(C=O)C>[C:40]([O:44][C:45](=[O:52])[C@H:46]([CH2:48][C:49](=[O:51])[NH2:50])[NH:47][C:22](=[O:23])[C@H:12]([CH2:13][CH:14]([C:18]([CH3:20])([CH3:19])[CH3:21])[C:15](=[O:16])[OH:17])[NH:11][C:9]([O:8][CH2:1][C:2]1[CH:3]=[CH:4][CH:5]=[CH:6][CH:7]=1)=[O:10])([CH3:43])([CH3:41])[CH3:42]. Procedure details: N-Benzyloxycarbonyl-γ-t-butyl-L-glutamate (50.7 g, 0.15 mol) in 300 ml freshly distilled THF was placed in a 2-liter 3-neck round bottom flask fitted with a thermometer, mechanical stirrer and dropping funnel and immersed in a dry ice-alcohol bath at -15°. N-Methylmorpholine (16.8 ml, 0.15 mol) was added dropwise. The temperature was maintained at -15° and isobutyl chloroformate (19.7 ml, 0.15 mol) was added dropwise over a 2-minute period. The reaction mixture was stirred an additional 2 minute... The reactants are CC=1SC(=C(N1)C)C1=NC(=NC=C1)NC=1C=C(C=CC1)CO ({3-[4-(2,4-dimethyl-thiazol-5-yl)-pyrimidin-2-ylamino]-phenyl}-methanol), ClCCN1CCOCC1 (4-(2-chloro-ethyl)-morpholine). Run in CC#N (MeCN). The product is CC=1SC(=C(N1)C)C1=NC(=NC=C1)NC1=CC(=CC=C1)COCCN1CCOCC1 ([4-(2,4-Dimethyl-thiazol-5-yl)-pyrimidin-2-yl]-[3-(2-morpholin-4-yl-ethoxymethyl)-phenyl]-amine). RXN SMILES: [CH3:1][C:2]1[S:3][C:4]([C:8]2[CH:13]=[CH:12][N:11]=[C:10]([NH:14][C:15]3[CH:16]=[C:17]([CH2:21][OH:22])[CH:18]=[CH:19][CH:20]=3)[N:9]=2)=[C:5]([CH3:7])[N:6]=1.Cl[CH2:24][CH2:25][N:26]1[CH2:31][CH2:30][O:29][CH2:28][CH2:27]1>CC#N>[CH3:1][C:2]1[S:3][C:4]([C:8]2[CH:13]=[CH:12][N:11]=[C:10]([NH:14][C:15]3[CH:20]=[CH:19][CH:18]=[C:17]([CH2:21][O:22][CH2:24][CH2:25][N:26]4[CH2:31][CH2:30][O:29][CH2:28][CH2:27]4)[CH:16]=3)[N:9]=2)=[C:5]([CH3:7])[N:6]=1. Procedure details: By alkylation of {3-[4-(2,4-dimethyl-thiazol-5-yl)-pyrimidin-2-ylamino]-phenyl}-methanol with 4-(2-chloro-ethyl)-morpholine. Yellow solid. Anal. RP-HPLC: tR=8.5 min (10-70% MeCN, purity >95%). 1H-NMR (DMSO-D6) δ: 2.56 (s, 3H, CH3), 2.57 (s, 3H, CH3), 2.63 (m, 2H, CH2), 3.58 (m, 4H, J=4.5 Hz, CH2×2), 4.14 (t, 2H, J=7.5 Hz, CH2), 4.58 (d, 2H, J=5.0 Hz, CH2), 5.28 (t, 1H, J=5.5 Hz, NH), 7.06 (d, 1H, J=5.5 Hz, pyrimidinyl-H), 7.26 (m, 2H, Ph-H), 7.36 (s, 1H, Ph-H), 7.42 (m, 1H, Ph-H), 8.43 (d, 1H, J... Starting materials: CN, CO, CCOC(C)=NOCCC(=O)OC. Yields the product CCOC(C)=NOCCC(=O)NC. As a reaction SMILES: [CH3:14][NH2:15].[CH3:16][OH:17].[CH3:1][O:2][C:3]([CH2:4][CH2:5][O:6][N:7]=[C:8]([CH3:9])[O:10][CH2:11][CH3:12])=[O:13]>>[O:2]=[C:3]([CH2:4][CH2:5][O:6][N:7]=[C:8]([CH3:9])[O:10][CH2:11][CH3:12])[NH:15][CH3:14]. The reactants are [H-].[Na+] (Sodium hydride), CN1C(=NN=C1C1=C(C=CC=C1)C(F)(F)F)C(C)O (1-{4-methyl-5-[2-(trifluoromethyl)phenyl]-4H-1,2,4-triazol-3-yl}ethanol), CN(C)C=O (DMF), ClC1=NC=CC=C1C#N (2-chloro-3-cyanopyridine). Solvent: C(Cl)(Cl)Cl (chloroform), O (Water). Conditions: time 10 minute. The product is CN1C(=NN=C1C1=C(C=CC=C1)C(F)(F)F)C(C)OC1=C(C#N)C=CC=N1 (2-(1-{4-methyl-5-[2-(trifluoromethyl)phenyl]-4H-1,2,4-triazol-3-yl}ethoxy)nicotinonitrile). The yield is 74.2%. RXN SMILES: [H-].[Na+].[CH3:3][N:4]1[C:8]([C:9]2[CH:14]=[CH:13][CH:12]=[CH:11][C:10]=2[C:15]([F:18])([F:17])[F:16])=[N:7][N:6]=[C:5]1[CH:19]([OH:21])[CH3:20].CN(C=O)C.Cl[C:28]1[C:33]([C:34]#[N:35])=[CH:32][CH:31]=[CH:30][N:29]=1>C(Cl)(Cl)Cl.O>[CH3:3][N:4]1[C:8]([C:9]2[CH:14]=[CH:13][CH:12]=[CH:11][C:10]=2[C:15]([F:16])([F:18])[F:17])=[N:7][N:6]=[C:5]1[CH:19]([O:21][C:28]1[N:29]=[CH:30][CH:31]=[CH:32][C:33]=1[C:34]#[N:35])[CH3:20] |f:0.1|. Procedure: Sodium hydride (53 mg) was added to a mixture of 1-{4-methyl-5-[2-(trifluoromethyl)phenyl]-4H-1,2,4-triazol-3-yl}ethanol (300 mg) and DMF (10 ml) at room temperature, followed by stirring for 10 minutes, and 2-chloro-3-cyanopyridine (153 mg) was added thereto, followed by stirring at room temperature for 13 hours. Water and chloroform were added to the reaction solution, followed by separation operation, and the organic layer was washed with saturated brine, dried over anhydrous magnesium sulfat... Reaction conditions: time 30 minute. Product: FC(OC1=CC=CC(=N1)C(C)(C)N)F (2-(6-(difluoromethoxy)pyridin-2-yl)propan-2-amine). The reactants are FC(OC1=CC=CC(=N1)C(C)(C)NC([O-])=O)F (2-(6-(difluoromethoxy)pyridin-2-yl)propan-2-ylcarbamate), [Si](C)(C)(C)I (TMSI), CO (methanol), O (water). Solvent: C(C)#N (acetonitrile). Reported procedure: To a solution of 2-(6-(difluoromethoxy)pyridin-2-yl)propan-2-ylcarbamate (12.4 g, 48 mmol) in acetonitrile (50 mL) was added TMSI (10 mL). The reaction was stirred 30 min and then poured into methanol (100 mL) and water (5 mL). The mixture was concentrated, dissolved in ethyl acetate (200 mL), and then washed with 1N NaOH (2×30 mL). The organic layer was separated, dried over Na2SO4, concentrated, and chromatographed with silica gel (50% EtOAc/hex, then 5-20% MeOH/CH2Cl2) to afford 2-(6-(difluor... Isolated yield 90.7%. RXN SMILES: [F:1][CH:2]([F:17])[O:3][C:4]1[N:9]=[C:8]([C:10]([NH:13]C(=O)[O-])([CH3:12])[CH3:11])[CH:7]=[CH:6][CH:5]=1.[Si](I)(C)(C)C.CO.O>C(#N)C>[F:17][CH:2]([F:1])[O:3][C:4]1[N:9]=[C:8]([C:10]([NH2:13])([CH3:11])[CH3:12])[CH:7]=[CH:6][CH:5]=1.